This data is from the Open Reaction Database (ORD), a public repository of structured organic reaction records. The task is: describe an organic reaction: reactants, conditions, products, and yield Starting materials: C(O)([O-])=O.[Na+] (sodium hydrogencarbonate), S(=O)(Cl)Cl (thionyl chloride), ClC1=NC=CC=2C(=CC=CC12)S(=O)(=O)O (1-chloro-5-isoquinolinesulfonic acid), CN(C=O)C (N,N-dimethylformamide). The solvent is O (water). Reaction conditions: time 1 hour. Yields the product OCCNS(=O)(=O)C=1C=2C=CN=C(C2C=CC1)Cl (N-(2 -hydroxy- ethyl)-1-chloro-5-isoquinolinesulfonamide). The yield is 96.0%. RXN SMILES: S(Cl)(Cl)=O.[Cl:5][C:6]1[C:15]2[CH:14]=[CH:13][CH:12]=[C:11]([S:16]([OH:19])(=[O:18])=O)[C:10]=2[CH:9]=[CH:8][N:7]=1.C[N:21]([CH3:24])C=O.[C:25](=O)([O-])[OH:26].[Na+]>O>[OH:26][CH2:25][CH2:24][NH:21][S:16]([C:11]1[C:10]2[CH:9]=[CH:8][N:7]=[C:6]([Cl:5])[C:15]=2[CH:14]=[CH:13][CH:12]=1)(=[O:18])=[O:19] |f:3.4|. Reported procedure: To 50 ml of thionyl chloride were added 5.85 g of 1-chloro-5-isoquinolinesulfonic acid as obtained in Example 1 and 0.5 ml of N,N-dimethylformamide. Then, the resulting mixture was refluxed while heating for 2 hours, followed by removal of the thionyl chloride and N,N-dimethylformamide under reduced pressure to obtain a residue. Then, the residue was dissolved in 50 ml of water, and the pH of the aqueous solution was adjusted to 6.0 with an aqueous sodium hydrogencarbonate saturated solution, fo... Starting materials: CC(=O)O[BH-](OC(C)=O)OC(C)=O, CC(=O)O, ClCCl, O=Cc1ccc(OCCCN2CCCCC2)cc1, c1ccc2c(c1)ncn2C1CCNCC1, [Na+], [Na+], [OH-]. Yields the product c1ccc2c(c1)ncn2C1CCN(Cc2ccc(OCCCN3CCCCC3)cc2)CC1. As a reaction SMILES: [C:34]([O:35][BH-:36]([O:37][C:38](=[O:39])[CH3:40])[O:41][C:42](=[O:43])[CH3:44])(=[O:45])[CH3:46].[CH3:53][C:54](=[O:55])[OH:56].[Cl:50][CH2:51][Cl:52].[N:1]1([CH2:7][CH2:8][CH2:9][O:10][c:11]2[cH:12][cH:13][c:14]([CH:15]=[O:16])[cH:17][cH:18]2)[CH2:2][CH2:3][CH2:4][CH2:5][CH2:6]1.[NH:19]1[CH2:20][CH2:21][CH:22]([n:25]2[cH:26][n:27][c:28]3[c:29]2[cH:30][cH:31][cH:32][cH:33]3)[CH2:23][CH2:24]1.[Na+:47].[Na+:49].[OH-:48]>>[N:1]1([CH2:7][CH2:8][CH2:9][O:10][c:11]2[cH:12][cH:13][c:14]([CH2:15][N:19]3[CH2:20][CH2:21][CH:22]([n:25]4[cH:26][n:27][c:28]5[c:29]4[cH:30][cH:31][cH:32][cH:33]5)[CH2:23][CH2:24]3)[cH:17][cH:18]2)[CH2:2][CH2:3][CH2:4][CH2:5][CH2:6]1. Starting materials: C1(=CC=C(C=C1)S(=O)(=O)Cl)C (p-toluenesulfonyl chloride), C(C)(=O)O (acetic acid), N,N′-carbonyldiimidazole, CS(=O)C1=CC=C(C=C1)N1C=NC2=C1C=C(C=C2)C(=O)NN (1-[4-(methylsulfinyl)phenyl]-1H-benzimidazole-6-carbohydrazide), CN(C=O)C (N,N-dimethylformamide). The solvent is C(Cl)(Cl)Cl (chloroform), N1=CC=CC=C1 (pyridine), O1CCCC1 (tetrahydrofuran). Conditions: time 8 hour. Product: CS(=O)C1=CC=C(C=C1)N1C=NC2=C1C=C(C=C2)C=2OC=NN2 (1-[4-(methylsulfinyl)phenyl]-6-(1,3,4-oxadiazol-2-yl)-1H-benzimidazole). The yield is 3.7%. As a reaction SMILES: [C:1](O)(=O)C.[CH3:5][S:6]([C:8]1[CH:13]=[CH:12][C:11]([N:14]2[C:18]3[CH:19]=[C:20]([C:23]([NH:25][NH2:26])=[O:24])[CH:21]=[CH:22][C:17]=3[N:16]=[CH:15]2)=[CH:10][CH:9]=1)=[O:7].CN(C)C=O.C1(C)C=CC(S(Cl)(=O)=O)=CC=1>O1CCCC1.N1C=CC=CC=1.C(Cl)(Cl)Cl>[CH3:5][S:6]([C:8]1[CH:13]=[CH:12][C:11]([N:14]2[C:18]3[CH:19]=[C:20]([C:23]4[O:24][CH:1]=[N:26][N:25]=4)[CH:21]=[CH:22][C:17]=3[N:16]=[CH:15]2)=[CH:10][CH:9]=1)=[O:7]. Reported procedure: A solution of acetic acid (57 μl, 1.00 mmol) and N,N′-carbonyldiimidazole (195 mg, 1.20 mmol) in tetrahydrofuran (20 mL) was stirred at room temperature for 1 hr. To this reaction mixture were added 1-[4-(methylsulfinyl)phenyl]-1H-benzimidazole-6-carbohydrazide (314 mg, 1.00 mmol) and N,N-dimethylformamide (5 mL), and the resulting mixture was stirred overnight. To this reaction mixture was added a solution of p-toluenesulfonyl chloride (381 mg, 2.00 mmol) in pyridine (5 mL), and the resulting m... The reactants are CCOC(=O)C(C)(C)OCCCCCCBr, CC(C)=O, [I-], [Na+]. Product: CCOC(=O)C(C)(C)OCCCCCCI. RXN SMILES: [Br:1][CH2:2][CH2:3][CH2:4][CH2:5][CH2:6][CH2:7][O:8][C:9]([C:10](=[O:11])[O:12][CH2:13][CH3:14])([CH3:15])[CH3:16].[CH3:19][C:20](=[O:21])[CH3:22].[I-:18].[Na+:17]>>[CH2:2]([CH2:3][CH2:4][CH2:5][CH2:6][CH2:7][O:8][C:9]([C:10](=[O:11])[O:12][CH2:13][CH3:14])([CH3:15])[CH3:16])[I:18].